From a dataset of the Open Reaction Database (ORD), a public repository of structured organic reaction records. describe an organic reaction: reactants, conditions, products, and yield Starting materials: [H-].[Na+] (sodium hydride), C(C)(=O)OCC (ethyl acetate), C(CC(=O)OCC)(=O)OCC1=CC=CC=C1 (Benzyl ethyl malonate), FC=1C=C(C=CC1F)[N+](=O)[O-] (3,4-Difluoronitrobenzene). Solvent: CN(C)C=O (DMF), CCCCCC (hexane). Run at time 10 minute. Product: FC1=C(C=CC(=C1)[N+](=O)[O-])C(C(=O)OCC)C(=O)OCC1=CC=CC=C1 (Ethyl phenylmethyl (2-fluoro-4-nitrophenyl)propanedioate). The yield is 84.1%. RXN SMILES: [C:1]([O:9][CH2:10][C:11]1[CH:16]=[CH:15][CH:14]=[CH:13][CH:12]=1)(=[O:8])[CH2:2][C:3]([O:5][CH2:6][CH3:7])=[O:4].[H-].[Na+].[F:19][C:20]1[CH:21]=[C:22]([N+:27]([O-:29])=[O:28])[CH:23]=[CH:24][C:25]=1F.C(OCC)(=O)C>CN(C=O)C.CCCCCC>[F:19][C:20]1[CH:21]=[C:22]([N+:27]([O-:29])=[O:28])[CH:23]=[CH:24][C:25]=1[CH:2]([C:1]([O:9][CH2:10][C:11]1[CH:12]=[CH:13][CH:14]=[CH:15][CH:16]=1)=[O:8])[C:3]([O:5][CH2:6][CH3:7])=[O:4] |f:1.2|. Procedure: Benzyl ethyl malonate (2.9 g, 12.6 mmol) in dry DMF (20 ml) was cooled in an ice bath and the temperature monitored whilst sodium hydride (504 mg, 12.6 mmol) was added portionwise. This was stirred at room temperature for 10 minutes until H2 evolution ceased. 3,4-Difluoronitrobenzene (2 g, 12.6 mmol) was added under an argon atmosphere and gave a dark red colour change. The reaction mixture was heated at 100° C. for 20 hours under argon. Thin layer chromatography (20% ethyl acetate in hexane) sh...